From a dataset of the Open Reaction Database (ORD), a public repository of structured organic reaction records. describe an organic reaction: reactants, conditions, products, and yield Starting materials: C(C)(=O)NC=1C=C(C(=CC1C(C)=O)C(C)=O)O (3-Acetamido-4,6-diacetylphenol), Cl (hydrochloric acid). Solvent: C(C)O (ethanol). The product is C(C)(=O)C1=C(C=C(C(=C1)C(C)=O)O)N (4,6-Diacetyl-3-aminophenol). Isolated yield 91.0%. Reaction SMILES: C([NH:4][C:5]1[CH:6]=[C:7]([OH:17])[C:8]([C:14](=[O:16])[CH3:15])=[CH:9][C:10]=1[C:11](=[O:13])[CH3:12])(=O)C.Cl>C(O)C>[C:11]([C:10]1[CH:9]=[C:8]([C:14](=[O:16])[CH3:15])[C:7]([OH:17])=[CH:6][C:5]=1[NH2:4])(=[O:13])[CH3:12]. Procedure: 3-Acetamido-4,6-diacetylphenol (250 g) was suspended in ethanol (2 l) containinc conc. hydrochloric acid (200 ml) and heated on a steam bath for 5 hours. The mixture was allowed to cool, and the crystalline product isolated by filtration. Yield 91%, mp 227°-230° C. Reactants: C(C)(C)(C)OC(=O)N1C(CN(CC1)C=1C=NC(=CC1)[N+](=O)[O-])C (2-methyl-4-(6-nitro-pyridin-3-yl)-piperazine-1-carboxylic acid tert-butyl ester), [H][H] (hydrogen). The reagents and catalysts are [Pd] (Pd—C). Yields the product C(C)(C)(C)OC(=O)N1C(CN(CC1)C=1C=NC(=CC1)N)C (4-(6-amino-pyridin-3-yl)-2-methyl-piperazine-1-carboxylic acid tert-butyl ester). Isolated yield 122.4%. As a reaction SMILES: [C:1]([O:5][C:6]([N:8]1[CH2:13][CH2:12][N:11]([C:14]2[CH:15]=[N:16][C:17]([N+:20]([O-])=O)=[CH:18][CH:19]=2)[CH2:10][CH:9]1[CH3:23])=[O:7])([CH3:4])([CH3:3])[CH3:2].[H][H]>[Pd]>[C:1]([O:5][C:6]([N:8]1[CH2:13][CH2:12][N:11]([C:14]2[CH:15]=[N:16][C:17]([NH2:20])=[CH:18][CH:19]=2)[CH2:10][CH:9]1[CH3:23])=[O:7])([CH3:4])([CH3:2])[CH3:3]. Reported procedure: By repeating procedures described in Example B, 2-methyl-4-(6-nitro-pyridin-3-yl)-piperazine-1-carboxylic acid tert-butyl ester (600 mg, 1.52 mmol) is hydrogenated over Pd—C on an H-cube (Thales) (instead of under an atmosphere of hydrogen) to give 4-(6-amino-pyridin-3-yl)-2-methyl-piperazine-1-carboxylic acid tert-butyl ester (544 mg, 98%). MS (ESI) m/z 293 (M+H)+ Reactants: CCCC[Sn](CCCC)(CCCC)c1ccc(CN(C(Cc2ccccc2)C(=O)OC)S(=O)(=O)c2c(C)cc(OC)c(C)c2C)cc1, COC(=O)c1ccc(Br)s1, Cc1ccccc1. Product: COC(=O)c1ccc(-c2ccc(CN(C(Cc3ccccc3)C(=O)OC)S(=O)(=O)c3c(C)cc(OC)c(C)c3C)cc2)s1. RXN SMILES: [CH3:1][O:2][C:3]([CH:4]([CH2:5][c:6]1[cH:7][cH:8][cH:9][cH:10][cH:11]1)[N:12]([CH2:13][c:14]1[cH:15][cH:16][c:17]([Sn:20]([CH2:21][CH2:22][CH2:23][CH3:24])([CH2:25][CH2:26][CH2:27][CH3:28])[CH2:29][CH2:30][CH2:31][CH3:32])[cH:18][cH:19]1)[S:33](=[O:34])(=[O:35])[c:36]1[c:37]([CH3:46])[c:38]([CH3:45])[c:39]([O:43][CH3:44])[cH:40][c:41]1[CH3:42])=[O:47].[CH3:48][O:49][C:50](=[O:51])[c:52]1[s:53][c:54]([Br:57])[cH:55][cH:56]1.[CH3:58][c:59]1[cH:60][cH:61][cH:62][cH:63][cH:64]1>>[CH3:1][O:2][C:3]([CH:4]([CH2:5][c:6]1[cH:7][cH:8][cH:9][cH:10][cH:11]1)[N:12]([CH2:13][c:14]1[cH:15][cH:16][c:17](-[c:54]2[s:53][c:52]([C:50]([O:49][CH3:48])=[O:51])[cH:56][cH:55]2)[cH:18][cH:19]1)[S:33](=[O:34])(=[O:35])[c:36]1[c:37]([CH3:46])[c:38]([CH3:45])[c:39]([O:43][CH3:44])[cH:40][c:41]1[CH3:42])=[O:47]. The reactants are COC=1C=[N+](C=CC1)[O-] (3-methoxypyridine-N-oxide), [N+](=O)(O)[O-] (nitric acid), [OH-].[Na+] (NaOH), OS(=O)(=O)O (H2SO4), N-oxide. Run at temperature 75 celsius. Yields the product COC=1C=[N+](C=CC1[N+](=O)[O-])[O-] (3-Methoxy-4-nitropyridine-N-oxide). Yield: 41.0%. RXN SMILES: [CH3:1][O:2][C:3]1[CH:4]=[N+:5]([O-:9])[CH:6]=[CH:7][CH:8]=1.OS(O)(=O)=O.[N+:15]([O-])([OH:17])=[O:16].[OH-].[Na+]>>[CH3:1][O:2][C:3]1[CH:4]=[N+:5]([O-:9])[CH:6]=[CH:7][C:8]=1[N+:15]([O-:17])=[O:16] |f:3.4|. Procedure details: A solution of 3-methoxypyridine-N-oxide (24 g, 0.19 mol) and con. H2SO4 (45 ml)was carefully prepared by adding the acid slowly to the solid N-oxide using an ice bath for cooling. After solution is effected, it is rapidly stirred and fuming nitric acid (45 ml) is added over 15 min. The reaction mixture was warmed to 75° C. for 2.5 hours. The contents were poured onto ice and neutralized to pH 9 with cooling using 50% NaOH. The mixture was extracted three times with CH2Cl2, dried, (Na2SO4) and so... Reactants: O (water), BrCC=C (3-bromopropene), CC(C(C)=O)C (3-methyl-2-butanone), [OH-].[K+] (potassium hydroxide), C1(=CC=CC=C1)C (toluene). The reagents and catalysts are [Br-].C(CCC)[N+](CCCC)(CCCC)CCCC (tetrabutylammonium bromide). Reaction conditions: time 2 hour. Product: CC(CC=C)(C(C)=O)C (4,4-dimethyl-1-hexen-5-one). Isolated yield 31.7%. Reaction SMILES: Br[CH2:2][CH:3]=[CH2:4].CC(C)[C:7](=[O:9])[CH3:8].[OH-].[K+].O.[C:14]1(C)[CH:19]=CC=C[CH:15]=1>[Br-].C([N+](CCCC)(CCCC)CCCC)CCC>[CH3:2][C:3]([CH3:4])([C:7](=[O:9])[CH3:8])[CH2:19][CH:14]=[CH2:15] |f:2.3,6.7|. Reported procedure: A mixture of 121 g (1.0 mol) of 3-bromopropene and 103 g (1.2 mol) of 3-methyl-2-butanone is added dropwise during the course of 2 hours to a suspension of 168 g (3.0 mol) of potassium hydroxide powder and 10 g of tetrabutylammonium bromide in 300 ml of toluene with stirring. During this addition the reaction temperature is kept below 30° C. The reaction mixture is kept at room temperature for a further 2 hours, then mixed with water, and the organic phase is separated. The organic phase is wash... The reactants are CCOC(=O)C(Oc1ccc(CC(NC(=O)c2ccccc2)C(=O)NCCCCc2ccccc2)cc1)c1nnn(C(C)(C)c2ccccc2)n1, CCO, CCOC(C)=O, Cl, [Na+], [OH-], O. Product: CC(C)(c1ccccc1)n1nnc(C(Oc2ccc(CC(NC(=O)c3ccccc3)C(=O)NCCCCc3ccccc3)cc2)C(=O)O)n1. Reaction SMILES: [CH2:1]([CH3:2])[O:3][C:4]([CH:5]([c:6]1[n:7][n:8][n:9]([C:11]([CH3:12])([c:13]2[cH:14][cH:15][cH:16][cH:17][cH:18]2)[CH3:19])[n:10]1)[O:20][c:21]1[cH:22][cH:23][c:24]([CH2:27][CH:28]([C:29]([NH:30][CH2:31][CH2:32][CH2:33][CH2:34][c:35]2[cH:36][cH:37][cH:38][cH:39][cH:40]2)=[O:41])[NH:42][C:43]([c:44]2[cH:45][cH:46][cH:47][cH:48][cH:49]2)=[O:50])[cH:25][cH:26]1)=[O:51].[CH3:54][CH2:55][OH:56].[CH3:57][CH2:58][O:59][C:60]([CH3:61])=[O:62].[ClH:64].[Na+:53].[OH-:52].[OH2:63]>>[O:3]=[C:4]([CH:5]([c:6]1[n:7][n:8][n:9]([C:11]([CH3:12])([c:13]2[cH:14][cH:15][cH:16][cH:17][cH:18]2)[CH3:19])[n:10]1)[O:20][c:21]1[cH:22][cH:23][c:24]([CH2:27][CH:28]([C:29]([NH:30][CH2:31][CH2:32][CH2:33][CH2:34][c:35]2[cH:36][cH:37][cH:38][cH:39][cH:40]2)=[O:41])[NH:42][C:43]([c:44]2[cH:45][cH:46][cH:47][cH:48][cH:49]2)=[O:50])[cH:25][cH:26]1)[OH:51]. Reactants: CC(C)(C)c1ccc(-c2noc(CCl)n2)cc1, CCO, Cc1nc2cc(OCC(O)CN3CCNCC3)ccc2s1, CN(C)C. Yields the product Cc1nc2cc(OCC(O)CN3CCN(Cc4nc(-c5ccc(C(C)(C)C)cc5)no4)CC3)ccc2s1. As a reaction SMILES: [C:22]([CH3:23])([CH3:24])([CH3:25])[c:26]1[cH:27][cH:28][c:29](-[c:32]2[n:33][o:34][c:35]([CH2:37][Cl:38])[n:36]2)[cH:30][cH:31]1.[CH2:39]([OH:40])[CH3:41].[CH3:1][c:2]1[s:3][c:4]2[c:5]([n:6]1)[cH:7][c:8]([O:11][CH2:12][CH:13]([CH2:14][N:15]1[CH2:16][CH2:17][NH:18][CH2:19][CH2:20]1)[OH:21])[cH:9][cH:10]2.[CH3:42][N:43]([CH3:44])[CH3:45]>>[CH3:1][c:2]1[s:3][c:4]2[c:5]([n:6]1)[cH:7][c:8]([O:11][CH2:12][CH:13]([CH2:14][N:15]1[CH2:16][CH2:17][N:18]([CH2:37][c:35]3[o:34][n:33][c:32](-[c:29]4[cH:28][cH:27][c:26]([C:22]([CH3:23])([CH3:24])[CH3:25])[cH:31][cH:30]4)[n:36]3)[CH2:19][CH2:20]1)[OH:21])[cH:9][cH:10]2. The product is C1(=CC=CC=C1)S(=O)(=O)C=1C(=NN2C1N=C(N=C2NC)C)SC ((8-benzenesulphonyl-2-methyl-7-methylsulphanyl-pyrazolo[1,5-a][1,3,5]triazin-4-yl)-methylamine). Solvent: O=P(Cl)(Cl)Cl (POCl3). Isolated yield 80.1%. Reported procedure: A suspension of 0.36 g (1 mmol) of 8-benzenesulphonyl-2-methyl-7-methylsulphanyl-3H-pyrazolo[1,5-a][1,3,5]triazin-4-one in 20 ml of POCl3 was treated with 0.12 ml (1.5 mmol) of pyridine and heated 110° C. for 3 hrs. The reaction solution was cooled to RT and evaporated. The residue was dried azeotropically twice with 50 ml of toluene each time. The thus-obtained residue was taken in 10 ml of 2N methylamine in tetrahydrofuran and stirred at room temperature for 4 hrs. The reaction solution was ev... Reaction conditions: temperature 110 celsius, time 4 hour. RXN SMILES: [C:1]1([S:7]([C:10]2[C:11]([S:21][CH3:22])=[N:12][N:13]3[C:18](=O)[NH:17][C:16]([CH3:20])=[N:15][C:14]=23)(=[O:9])=[O:8])[CH:6]=[CH:5][CH:4]=[CH:3][CH:2]=1.[N:23]1C=CC=C[CH:24]=1>O=P(Cl)(Cl)Cl>[C:1]1([S:7]([C:10]2[C:11]([S:21][CH3:22])=[N:12][N:13]3[C:18]([NH:23][CH3:24])=[N:17][C:16]([CH3:20])=[N:15][C:14]=23)(=[O:9])=[O:8])[CH:6]=[CH:5][CH:4]=[CH:3][CH:2]=1. Starting materials: C1(=CC=CC=C1)S(=O)(=O)C=1C(=NN2C1N=C(NC2=O)C)SC (8-benzenesulphonyl-2-methyl-7-methylsulphanyl-3H-pyrazolo[1,5-a][1,3,5]triazin-4-one), N1=CC=CC=C1 (pyridine).